Dataset: the Open Reaction Database (ORD), a public repository of structured organic reaction records. Task: describe an organic reaction: reactants, conditions, products, and yield The reactants are CS(=O)(=O)C1=C(C=C(CNC(OC(C)(C)C)=O)C=C1)C(F)(F)F (tert-Butyl 4-(methylsulfonyl)-3-(trifluoromethyl)benzylcarbamate), Cl (HCl). Solvent: C(Cl)Cl (CH2Cl2), CCOCC (Et2O). Run at time 8 hour. The product is Cl.CS(=O)(=O)C1=C(C=C(CN)C=C1)C(F)(F)F (4-(methylsulfonyl)-3-(trifluoromethyl)benzylamine hydrochloride). Reaction SMILES: [CH3:1][S:2]([C:5]1[CH:19]=[CH:18][C:8]([CH2:9][NH:10]C(=O)OC(C)(C)C)=[CH:7][C:6]=1[C:20]([F:23])([F:22])[F:21])(=[O:4])=[O:3].[ClH:24]>C(Cl)Cl.CCOCC>[ClH:24].[CH3:1][S:2]([C:5]1[CH:19]=[CH:18][C:8]([CH2:9][NH2:10])=[CH:7][C:6]=1[C:20]([F:21])([F:22])[F:23])(=[O:4])=[O:3] |f:4.5|. Reported procedure: tert-Butyl 4-(methylsulfonyl)-3-(trifluoromethyl)benzylcarbamate (420 mg, 1.18 mmol) was dissolved in CH2Cl2 (12 ml) and HCl in Et2O (3 ml, 2M) were added. Resulting mixture was stirred at room temperature overnight followed by evaporation to give 4-(methylsulfonyl)-3-(trifluoromethyl)benzylamine hydrochloride as white solids. This material was used in subsequent reactions without further purification. Reactants: ClC1=CC=C(C=C1)C=1C(=NC=C(C(=O)O)C1)N(C)CCOC (5-(4-chloro-phenyl)-6-[(2-methoxy-ethyl)-methyl-amino]-nicotinic acid), C(C)(C)N(C(C)C)CC (N,N-diisopropyl ethyl amine), Cl.NC[C@@H]1[C@@H](CCCC1)O (cis-2-aminomethyl-1-cyclohexanol hydrochloride), CN(C)C(=[N+](C)C)ON1C2=C(C=CC=C2)N=N1.[B-](F)(F)(F)F (TBTU). Run in CN(C(C)=O)C (N,N-dimethylacetamide). Product: ClC1=CC=C(C=C1)C=1C(=NC=C(C(=O)NCC2C(CCCC2)O)C1)N(C)CCOC (racemic 5-(4-chloro-phenyl)-N-((1RS,2RS)-2-hydroxy-cyclohexylmethyl)-6-[(2-methoxy-ethyl)-methyl-amino]-nicotinamide). RXN SMILES: [Cl:1][C:2]1[CH:7]=[CH:6][C:5]([C:8]2[C:9]([N:17]([CH2:19][CH2:20][O:21][CH3:22])[CH3:18])=[N:10][CH:11]=[C:12]([CH:16]=2)[C:13]([OH:15])=O)=[CH:4][CH:3]=1.Cl.[NH2:24][CH2:25][C@H:26]1[CH2:31][CH2:30][CH2:29][CH2:28][C@H:27]1[OH:32].CN(C(ON1N=NC2C=CC=CC1=2)=[N+](C)C)C.[B-](F)(F)(F)F.C(N(CC)C(C)C)(C)C>CN(C)C(=O)C>[Cl:1][C:2]1[CH:3]=[CH:4][C:5]([C:8]2[C:9]([N:17]([CH2:19][CH2:20][O:21][CH3:22])[CH3:18])=[N:10][CH:11]=[C:12]([CH:16]=2)[C:13]([NH:24][CH2:25][CH:26]2[CH2:31][CH2:30][CH2:29][CH2:28][CH:27]2[OH:32])=[O:15])=[CH:6][CH:7]=1 |f:1.2,3.4|. Procedure: In analogy to example 1f, 5-(4-chloro-phenyl)-6-[(2-methoxy-ethyl)-methyl-amino]-nicotinic acid was coupled with cis-2-aminomethyl-1-cyclohexanol hydrochloride using TBTU and N,N-diisopropyl ethyl amine in N,N-dimethylacetamide to give racemic 5-(4-chloro-phenyl)-N-((1RS,2RS)-2-hydroxy-cyclohexylmethyl)-6-[(2-methoxy-ethyl)-methyl-amino]-nicotinamide as an off-white solid. MS (ISP) 432.4 (M+H)+. Reactants: CC1=NC=2C(CCCC2C=C1CO)=CC1=CC=CC=C1 (5,6,7,8-tetrahydro-2-methyl-8-(phenylmethylene)-3-quinolinemethanol). The reagents and catalysts are [O-2].[O-2].[Mn+4] (manganese dioxide). Run in C(Cl)(Cl)Cl (chloroform). The product is CC1=NC=2C(CCCC2C=C1C=O)=CC1=CC=CC=C1 (5,6,7,8-tetrahydro-2-methyl-8-(phenylmethylene)-3-quinolinecarboxaldehyde). The yield is 39.9%. Reaction SMILES: [CH3:1][C:2]1[C:11]([CH2:12][OH:13])=[CH:10][C:9]2[CH2:8][CH2:7][CH2:6][C:5](=[CH:14][C:15]3[CH:20]=[CH:19][CH:18]=[CH:17][CH:16]=3)[C:4]=2[N:3]=1>C(Cl)(Cl)Cl.[O-2].[O-2].[Mn+4]>[CH3:1][C:2]1[C:11]([CH:12]=[O:13])=[CH:10][C:9]2[CH2:8][CH2:7][CH2:6][C:5](=[CH:14][C:15]3[CH:16]=[CH:17][CH:18]=[CH:19][CH:20]=3)[C:4]=2[N:3]=1 |f:2.3.4|. Reported procedure: A solution of 5,6,7,8-tetrahydro-2-methyl-8-(phenylmethylene)-3-quinolinemethanol (5.3 g) in chloroform (150 ml) is treated with three portions (4.5 g) of activated manganese dioxide at 4 hour intervals during reflux reaction. The suspension is filtered and the filtrate is evaporated to yield crude 5,6,7,8-tetrahydro-2-methyl-8-(phenylmethylene)-3-quinolinecarboxaldehyde (5.3 g) as an oil. Filtration through silica gel (125 g) removes polar products and provides pure 5,6,7,8-tetrahydro-2-methyl-... The reactants are S1C=C(C=C1)C(C(=O)OC(C1=CC=CC=C1)C1=CC=CC=C1)ON (Diphenylmethyl 2-(3-thienyl)-2-aminooxyacetate), C(C1=CC=CC=C1)(C1=CC=CC=C1)(C1=CC=CC=C1)NC=1SC=C(N1)C(C(=O)O)=O (2-(2-tritylaminothiazol-4-yl)-2-oxoacetic acid). Solvent: CO (methanol). Run at time 1 hour. Product: C(C1=CC=CC=C1)(C1=CC=CC=C1)(C1=CC=CC=C1)NC=1SC=C(N1)/C(/C(=O)O)=N/OC(C1=CSC=C1)C(=O)OC(C1=CC=CC=C1)C1=CC=CC=C1 ((Z)-2-(2-tritylamino-4-thiazolyl)-2-[(diphenylmethyloxycarbonyl)(3-thienyl)methyl]oxyiminoacetic acid). Isolated yield 69.2%. RXN SMILES: [S:1]1[CH:5]=[CH:4][C:3]([CH:6]([O:23][NH2:24])[C:7]([O:9][CH:10]([C:17]2[CH:22]=[CH:21][CH:20]=[CH:19][CH:18]=2)[C:11]2[CH:16]=[CH:15][CH:14]=[CH:13][CH:12]=2)=[O:8])=[CH:2]1.[C:25]([NH:44][C:45]1[S:46][CH:47]=[C:48]([C:50](=O)[C:51]([OH:53])=[O:52])[N:49]=1)([C:38]1[CH:43]=[CH:42][CH:41]=[CH:40][CH:39]=1)([C:32]1[CH:37]=[CH:36][CH:35]=[CH:34][CH:33]=1)[C:26]1[CH:31]=[CH:30][CH:29]=[CH:28][CH:27]=1>CO>[C:25]([NH:44][C:45]1[S:46][CH:47]=[C:48](/[C:50](=[N:24]/[O:23][CH:6]([C:7]([O:9][CH:10]([C:11]2[CH:16]=[CH:15][CH:14]=[CH:13][CH:12]=2)[C:17]2[CH:18]=[CH:19][CH:20]=[CH:21][CH:22]=2)=[O:8])[C:3]2[CH:4]=[CH:5][S:1][CH:2]=2)/[C:51]([OH:53])=[O:52])[N:49]=1)([C:38]1[CH:43]=[CH:42][CH:41]=[CH:40][CH:39]=1)([C:32]1[CH:33]=[CH:34][CH:35]=[CH:36][CH:37]=1)[C:26]1[CH:31]=[CH:30][CH:29]=[CH:28][CH:27]=1. Reported procedure: Diphenylmethyl 2-(3-thienyl)-2-aminooxyacetate (140 mg) was dissolved in methanol (14 ml), and 2-(2-tritylaminothiazol-4-yl)-2-oxoacetic acid (171 mg) was added. After stirring the mixture for 1 hr. at the room temperature, and further stirring for 30 min. under ice-cooling to obtain a crystal, the crystal thus obtained was filtered off to give (Z)-2-(2-tritylamino-4-thiazolyl)-2-[(diphenylmethyloxycarbonyl)(3-thienyl)methyl]oxyiminoacetic acid (210 mg). Starting materials: NC=1C=C(C=CC1)N1C(C(=CC2=CC=CN=C12)CCCC1=CC=NC=C1)=O (1-(3-Aminophenyl)-3-[3-(pyridin-4-yl)propyl]-1,8-naphthyridin-2(1H)-one), C(C)(=O)OC(C)=O (acetic anhydride), N1=CC=CC=C1 (pyridine). The product is C(C)(=O)NC=1C=C(C=CC1)N1C(C(=CC2=CC=CN=C12)CCCC1=CC=NC=C1)=O (1-(3-acetylaminophenyl)-3-[3-(pyridin-4-yl)propyl]-1,8-naphthyridin-2(1H)-one). Isolated yield 82.0%. RXN SMILES: [NH2:1][C:2]1[CH:3]=[C:4]([N:8]2[C:17]3[C:12](=[CH:13][CH:14]=[CH:15][N:16]=3)[CH:11]=[C:10]([CH2:18][CH2:19][CH2:20][C:21]3[CH:26]=[CH:25][N:24]=[CH:23][CH:22]=3)[C:9]2=[O:27])[CH:5]=[CH:6][CH:7]=1.N1C=CC=CC=1.[C:34](OC(=O)C)(=[O:36])[CH3:35]>>[C:34]([NH:1][C:2]1[CH:3]=[C:4]([N:8]2[C:17]3[C:12](=[CH:13][CH:14]=[CH:15][N:16]=3)[CH:11]=[C:10]([CH2:18][CH2:19][CH2:20][C:21]3[CH:22]=[CH:23][N:24]=[CH:25][CH:26]=3)[C:9]2=[O:27])[CH:5]=[CH:6][CH:7]=1)(=[O:36])[CH3:35]. Reported procedure: 1-(3-Aminophenyl)-3-[3-(pyridin-4-yl)propyl]-1,8-naphthyridin-2(1H)-one (100 mg, 0.28 mmol; prepared in Synthetic Example 7) was heated in acetic anhydride (0.5 ml) and pyridine (0.5 ml) at 100° C. for 20 min, concentrated, neutralized with saturated aqueous sodium hydrogen carbonate, and extracted with chloroform. The extract was treated according to conventional techniques. Recrystallization from DMF yielded 1-(3-acetylaminophenyl)-3-[3-(pyridin-4-yl)propyl]-1,8-naphthyridin-2(1H)-one (91.3 mg... The reactants are CC1C=CC2=CC(C(C)(C)C)CC(O)C2C1(CCC1CC(C(C)(C)C)C(O[SiH](C)C)C(=O)O1)O[SiH](C)C, CCC(Oc1cccc(C)c1)C(=O)O. The product is CCC(Oc1cccc(C)c1)C(=O)OC1CC(C(C)(C)C)C=C2C=CC(C)C(CCC3CC(C(C)(C)C)C(O[SiH](C)C)C(=O)O3)(O[SiH](C)C)C21. As a reaction SMILES: [C:15]([CH3:16])([CH3:17])([CH3:18])[CH:19]1[CH:20]=[C:21]2[CH:22]=[CH:23][CH:24]([CH3:51])[C:25]([CH2:30][CH2:31][CH:32]3[CH2:33][CH:34]([C:43]([CH3:44])([CH3:45])[CH3:46])[CH:35]([O:39][SiH:40]([CH3:41])[CH3:42])[C:36](=[O:38])[O:37]3)([O:47][SiH:48]([CH3:49])[CH3:50])[CH:26]2[CH:27]([OH:29])[CH2:28]1.[CH3:1][c:2]1[cH:3][c:4]([O:5][CH:6]([C:7](=[O:8])[OH:9])[CH2:10][CH3:11])[cH:12][cH:13][cH:14]1>>[CH3:1][c:2]1[cH:3][c:4]([O:5][CH:6]([C:7]([O:8][CH:27]2[CH:26]3[C:21](=[CH:20][CH:19]([C:15]([CH3:16])([CH3:17])[CH3:18])[CH2:28]2)[CH:22]=[CH:23][CH:24]([CH3:51])[C:25]3([CH2:30][CH2:31][CH:32]2[CH2:33][CH:34]([C:43]([CH3:44])([CH3:45])[CH3:46])[CH:35]([O:39][SiH:40]([CH3:41])[CH3:42])[C:36](=[O:38])[O:37]2)[O:47][SiH:48]([CH3:49])[CH3:50])=[O:9])[CH2:10][CH3:11])[cH:12][cH:13][cH:14]1. The reactants are CCC(=O)Cl, CO[Si](CCCSC(C)=O)(OC)OC, C[O-], CO[Si](CCCSC)(OC)OC, Cc1ccccc1, [Cl-], [Na+], [Na+], CO[Si](CCCS)(OC)OC. Product: CCC(=O)SCCC[Si](OC)(OC)OC. Reaction SMILES: [C:15]([CH2:16][CH3:17])(=[O:18])[Cl:19].[C:34]([S:35][CH2:36][CH2:37][CH2:38][Si:39]([O:40][CH3:41])([O:42][CH3:43])[O:44][CH3:45])(=[O:46])[CH3:47].[CH3:12][O-:13].[CH3:22][S:23][CH2:24][CH2:25][CH2:26][Si:27]([O:28][CH3:29])([O:30][CH3:31])[O:32][CH3:33].[CH3:48][c:49]1[cH:50][cH:51][cH:52][cH:53][cH:54]1.[Cl-:20].[Na+:14].[Na+:21].[SH:1][CH2:2][CH2:3][CH2:4][Si:5]([O:6][CH3:7])([O:8][CH3:9])[O:10][CH3:11]>>[S:1]([CH2:2][CH2:3][CH2:4][Si:5]([O:6][CH3:7])([O:8][CH3:9])[O:10][CH3:11])[C:15]([CH2:16][CH3:17])=[O:18]. Reactants: [BH4-].[Na+] (sodium borohydride), C1(CC1)(CC#N)CC#N (cyclopropane-1,1-diacetonitrile), Cl (hydrochloric acid). The reagents and catalysts are O.O.O.O.O.O.[Co](Cl)Cl (cobalt chloride hexahydrate). Run in CO (methanol). Conditions: time 15 minute. Product: NCCC1(CC1)CC#N (1-(2-Aminoethyl)cyclopropane-1-acetonitrile). Yield: 31.5%. As a reaction SMILES: [C:1]1([CH2:7][C:8]#[N:9])([CH2:4][C:5]#[N:6])[CH2:3][CH2:2]1.[BH4-].[Na+].Cl>CO.O.O.O.O.O.O.[Co](Cl)Cl>[NH2:9][CH2:8][CH2:7][C:1]1([CH2:4][C:5]#[N:6])[CH2:3][CH2:2]1 |f:1.2,5.6.7.8.9.10.11|. Procedure details: A solution of 5.0 g of cyclopropane-1,1-diacetonitrile in 200 ml of methanol was cooled to -15° C., and 4.95 g of cobalt chloride hexahydrate and 4.15 g of sodium borohydride were added thereto in this order, followed by stirring at that temperature for 15 minutes. The reaction mixture was made acidic by addition of 2N hydrochloric acid and then heated to room temperature, at which the mixture was stirred for 15 minutes, followed by concentration under reduced pressure. Water was added to the re... Starting materials: CI, ClC(Cl)Cl, O=c1ccc2c([nH]1)CCCC2. Yields the product COc1ccc2c(n1)CCCC2. As a reaction SMILES: [CH3:12][I:13].[Cl:14][CH:15]([Cl:16])[Cl:17].[nH:1]1[c:2](=[O:11])[cH:3][cH:4][c:5]2[c:10]1[CH2:9][CH2:8][CH2:7][CH2:6]2>>[n:1]1[c:2]([O:11][CH3:12])[cH:3][cH:4][c:5]2[c:10]1[CH2:9][CH2:8][CH2:7][CH2:6]2. The reactants are ClC1=CC=C(C=C1)C=1C(OC(C1)=O)=O (3-(4-chlorophenyl)furan-2,5-dione), S(=O)(Cl)Cl (thionyl chloride), N1=CC=CC=C1 (pyridine). Run at temperature 11 celsius, time 30 minute. Yields the product ClC=1C(OC(C1C1=CC=C(C=C1)Cl)=O)=O (3-Chloro-4-(4-chlorophenyl)furan-2,5-dione). RXN SMILES: [Cl:1][C:2]1[CH:7]=[CH:6][C:5]([C:8]2[C:9](=[O:14])[O:10][C:11](=[O:13])[CH:12]=2)=[CH:4][CH:3]=1.S(Cl)([Cl:17])=O.N1C=CC=CC=1>>[Cl:17][C:12]1[C:11](=[O:13])[O:10][C:9](=[O:14])[C:8]=1[C:5]1[CH:4]=[CH:3][C:2]([Cl:1])=[CH:7][CH:6]=1. Reported procedure: With ice-cooling, 15.0 g (72 mmol) of 3-(4-chlorophenyl)furan-2,5-dione were added to 72 ml of thionyl chloride, and the mixture was admixed dropwise over a period 10 min with 11.5 g (145 mmol) of pyridine, the temperature being maintained at 10-12° C. The mixture was stirred at 10-12° C. for 30 min, heated at 75° C. for 10 min using a preheated heating bath and allowed to cool, and excess thionyl chloride was removed at 60° C. under reduced pressure. The residue was boiled with 200 ml of toluen...